Dataset: the Open Reaction Database (ORD), a public repository of structured organic reaction records. Task: describe an organic reaction: reactants, conditions, products, and yield The reactants are Nc1ccc(Oc2cccc([N+](=O)[O-])c2)cn1, O, Cc1ccc(S(=O)(=O)Cl)cc1, c1ccncc1. Product: Cc1ccc(S(=O)(=O)Nc2ccc(Oc3cccc([N+](=O)[O-])c3)cn2)cc1. As a reaction SMILES: [N+:1](=[O:2])([O-:3])[c:4]1[cH:5][c:6]([O:7][c:8]2[cH:9][cH:10][c:11]([NH2:14])[n:12][cH:13]2)[cH:15][cH:16][cH:17]1.[OH2:35].[c:18]1([CH3:28])[cH:19][cH:20][c:21]([S:24](=[O:25])(=[O:26])[Cl:27])[cH:22][cH:23]1.[cH:29]1[cH:30][cH:31][n:32][cH:33][cH:34]1>>[N+:1](=[O:2])([O-:3])[c:4]1[cH:5][c:6]([O:7][c:8]2[cH:9][cH:10][c:11]([NH:14][S:24]([c:21]3[cH:20][cH:19][c:18]([CH3:28])[cH:23][cH:22]3)(=[O:25])=[O:26])[n:12][cH:13]2)[cH:15][cH:16][cH:17]1. The reactants are B, C1CCOC1, O=C1CCc2cc([N+](=O)[O-])ccc2N1CCCN1CCOCC1, C1CCOC1. The product is O=[N+]([O-])c1ccc2c(c1)CCCN2CCCN1CCOCC1. RXN SMILES: [BH3:34].[CH2:24]1[O:25][CH2:26][CH2:27][CH2:28]1.[O:1]1[CH2:2][CH2:3][N:4]([CH2:7][CH2:8][CH2:9][N:10]2[C:11](=[O:23])[CH2:12][CH2:13][c:14]3[cH:15][c:16]([N+:20](=[O:21])[O-:22])[cH:17][cH:18][c:19]32)[CH2:5][CH2:6]1.[O:29]1[CH2:30][CH2:31][CH2:32][CH2:33]1>>[O:1]1[CH2:2][CH2:3][N:4]([CH2:7][CH2:8][CH2:9][N:10]2[CH2:11][CH2:12][CH2:13][c:14]3[cH:15][c:16]([N+:20](=[O:21])[O-:22])[cH:17][cH:18][c:19]32)[CH2:5][CH2:6]1. The reactants are CCO, ClC1CCCOC1c1ccccc1, [Na], O, Cc1ccccc1C. The product is OCCCC=Cc1ccccc1. As a reaction SMILES: [CH3:23][CH2:24][OH:25].[Cl:10][CH:11]1[CH:12]([c:17]2[cH:18][cH:19][cH:20][cH:21][cH:22]2)[O:13][CH2:14][CH2:15][CH2:16]1.[Na:9].[OH2:26].[c:1]1([CH3:2])[c:3]([CH3:4])[cH:5][cH:6][cH:7][cH:8]1>>[CH:11](=[CH:12][c:17]1[cH:18][cH:19][cH:20][cH:21][cH:22]1)[CH2:16][CH2:15][CH2:14][OH:13]. Starting materials: Cl (hydrochloride), N1C=C(C2=CC=CC=C12)C[C@@H]1C(N(CCN1)CCC1=CC=CC=C1)=O ((R)-3-(1H-Indol-3-ylmethyl)-1-(2-phenyl-ethyl)-2-oxo-piperazine), C(C)OCC (diethyl ether). Run in C(C)O (ethanol), ClCCl (dichloromethane). Reaction conditions: temperature 0 celsius. The product is Cl.N1C=C(C2=CC=CC=C12)C[C@@H]1C(N(CCN1)CCC1=CC=CC=C1)=O ((R)-3-(1H-Indol-3-ylmethyl)-1-(2-phenyl-ethyl)-2-oxo-piperazine hydrochloride salt). As a reaction SMILES: [NH:1]1[C:9]2[C:4](=[CH:5][CH:6]=[CH:7][CH:8]=2)[C:3]([CH2:10][C@H:11]2[NH:16][CH2:15][CH2:14][N:13]([CH2:17][CH2:18][C:19]3[CH:24]=[CH:23][CH:22]=[CH:21][CH:20]=3)[C:12]2=[O:25])=[CH:2]1.[ClH:26].C(OCC)C>ClCCl.C(O)C>[ClH:26].[NH:1]1[C:9]2[C:4](=[CH:5][CH:6]=[CH:7][CH:8]=2)[C:3]([CH2:10][C@H:11]2[NH:16][CH2:15][CH2:14][N:13]([CH2:17][CH2:18][C:19]3[CH:24]=[CH:23][CH:22]=[CH:21][CH:20]=3)[C:12]2=[O:25])=[CH:2]1 |f:5.6|. Reported procedure: Dissolve (R)-3-(1H-Indol-3-ylmethyl)-1-(2-phenyl-ethyl)-2-oxo-piperazine (0.687 g, 1.50 mmol) in dichloromethane (20 mL). Cool to 0° C. Pass hydrochloride gas through the solution for 15 minutes. Evaporate in vacuo to obtain a residue. Dissolve the residue in hot ethanol (5 mL) and add diethyl ether. Cool and filter to give the title compound. Elem. Anal. calculated for C21H23N3O.HCl: C, 68.19; H, 6.54; N, 11.36. Found: C, 67.79; H, 6.73; N, 11.20. Specific rotation [α]2D0 =+113° (c=1.00, DMSO). Reactants: C1(=CC=CC=C1)S(=O)C(CNC=O)C1=C(C=CC2=CC=CC=C12)OC (1-(1-phenylsulfinyl-2-formylaminoethyl)-2-methoxynaphthalene), C([O-])([O-])=O.[Na+].[Na+] (sodium carbonate). Solvent: C1(=CC=CC=C1)C (toluene). The product is C(=O)N/C=C/C1=C(C=CC2=CC=CC=C12)OC ((E)-1-(N-formylaminovinyl)-2-methoxynaphthalene). Isolated yield 90.0%. As a reaction SMILES: C1(S([CH:9]([C:14]2[C:23]3[C:18](=[CH:19][CH:20]=[CH:21][CH:22]=3)[CH:17]=[CH:16][C:15]=2[O:24][CH3:25])[CH2:10][NH:11][CH:12]=[O:13])=O)C=CC=CC=1.C(=O)([O-])[O-].[Na+].[Na+]>C1(C)C=CC=CC=1>[CH:12]([NH:11]/[CH:10]=[CH:9]/[C:14]1[C:23]2[C:18](=[CH:19][CH:20]=[CH:21][CH:22]=2)[CH:17]=[CH:16][C:15]=1[O:24][CH3:25])=[O:13] |f:1.2.3|. Procedure: To a solution of 1-(1-phenylsulfinyl-2-formylaminoethyl)-2-methoxynaphthalene (3534 mg, 10 mmol) in toluene (60 ml) is added sodium carbonate (1060 mg, 10 mmol) and the mixture heated at reflux for 6 h. Then the mixture is filtered after cooling and the filtrate concentrated in vacuo. The residue is subjected to column chromatography over silica gel using as eluant cyclohexane/ethyl acetate (1:1) to give pure title compound with m.p. 160°-2° C., in 90% yield (1850 mg). The reagents and catalysts are [Ti] (titanium). Reactants: C(C)N(C(=O)C1=NC2=CC=CC(=C2C=C1)N)CC (5-aminoquinoline-2-carboxylic acid diethylamide), FC=1C=CC(=C(C1)C(CC(C=O)(C(F)(F)F)O)(C)C)OC (4-(5-fluoro-2-methoxyphenyl)-2-hydroxy-4-methyl-2-(trifluoromethyl)pentanal). Reaction SMILES: [CH2:1]([N:3]([CH2:17][CH3:18])[C:4]([C:6]1[CH:15]=[CH:14][C:13]2[C:8](=[CH:9][CH:10]=[CH:11][C:12]=2[NH2:16])[N:7]=1)=[O:5])[CH3:2].[F:19][C:20]1[CH:21]=[CH:22][C:23]([O:38][CH3:39])=[C:24]([C:26]([CH3:37])([CH3:36])[CH2:27][C:28]([OH:35])([C:31]([F:34])([F:33])[F:32])[CH:29]=O)[CH:25]=1>O1CCCC1.[Ti]>[CH2:17]([N:3]([CH2:1][CH3:2])[C:4]([C:6]1[CH:15]=[CH:14][C:13]2[C:8](=[CH:9][CH:10]=[CH:11][C:12]=2[N:16]=[CH:29][C:28]([OH:35])([C:31]([F:32])([F:34])[F:33])[CH2:27][C:26]([C:24]2[CH:25]=[C:20]([F:19])[CH:21]=[CH:22][C:23]=2[O:38][CH3:39])([CH3:36])[CH3:37])[N:7]=1)=[O:5])[CH3:18]. Reported procedure: A solution that consists of 210 mg (0.86 mmol) of 5-aminoquinoline-2-carboxylic acid diethylamide, 266 mg (0.86 mmol) of 4-(5-fluoro-2-methoxyphenyl)-2-hydroxy-4-methyl-2-(trifluoromethyl)pentanal and 0.36 ml (1.73 mmol) of titanium tetraethylate in 15 ml of tetrahydrofuran is stirred for one hour at room temperature and then for 3 hours at 80° C. After removal of the solvent and purification on silica gel with hexane-ethyl acetate (0-70%), 230 mg (52% of theory) of the product is obtained. Reaction conditions: time 1 hour. Yields the product C(C)N(C(=O)C1=NC2=CC=CC(=C2C=C1)N=CC(CC(C)(C)C1=C(C=CC(=C1)F)OC)(C(F)(F)F)O)CC (5-[4-(5-Fluoro-2-methoxyphenyl)-2-hydroxy-4-methyl-2-(trifluoromethyl)pentylidenamino]quinoline-2-carboxylic acid diethylamide). Solvent: O1CCCC1 (tetrahydrofuran). Reactants: O=C([O-])[O-], Cc1ccccc1, COc1ccc2c(Cl)c(F)cnc2c1, [Cs+], [Cs+], O=C(C=Cc1ccccc1)C=Cc1ccccc1, O=C(C=Cc1ccccc1)C=Cc1ccccc1, O=C(C=Cc1ccccc1)C=Cc1ccccc1, [Pd], [Pd], OCc1nnc2ccc(-c3ccccc3)nn12. The product is COc1ccc2c(OCc3nnc4ccc(-c5ccccc5)nn34)c(F)cnc2c1. Reaction SMILES: [C:32](=[O:33])([O-:34])[O-:35].[CH3:94][c:95]1[cH:96][cH:97][cH:98][cH:99][cH:100]1.[Cl:18][c:19]1[c:20]([F:31])[cH:21][n:22][c:23]2[cH:24][c:25]([O:29][CH3:30])[cH:26][cH:27][c:28]12.[Cs+:36].[Cs+:37].[O:40]=[C:41]([CH:42]=[CH:43][c:44]1[cH:45][cH:46][cH:47][cH:48][cH:49]1)[CH:50]=[CH:51][c:52]1[cH:53][cH:54][cH:55][cH:56][cH:57]1.[O:58]=[C:59]([CH:60]=[CH:61][c:62]1[cH:63][cH:64][cH:65][cH:66][cH:67]1)[CH:68]=[CH:69][c:70]1[cH:71][cH:72][cH:73][cH:74][cH:75]1.[O:76]=[C:77]([CH:78]=[CH:79][c:80]1[cH:81][cH:82][cH:83][cH:84][cH:85]1)[CH:86]=[CH:87][c:88]1[cH:89][cH:90][cH:91][cH:92][cH:93]1.[Pd:38].[Pd:39].[c:1]1(-[c:7]2[cH:8][cH:9][c:10]3[n:11]([n:12]2)[c:13]([CH2:16][OH:17])[n:14][n:15]3)[cH:2][cH:3][cH:4][cH:5][cH:6]1>>[c:1]1(-[c:7]2[cH:8][cH:9][c:10]3[n:11]([n:12]2)[c:13]([CH2:16][O:17][c:19]2[c:20]([F:31])[cH:21][n:22][c:23]4[cH:24][c:25]([O:29][CH3:30])[cH:26][cH:27][c:28]24)[n:14][n:15]3)[cH:2][cH:3][cH:4][cH:5][cH:6]1. Yield: 89.0%. Solvent: O1CCOCC1 (1,4-dioxane), O1CCOCC1 (1,4-dioxane). Reported procedure: In 25 ml of 1,4-dioxane, 1.93 g of 4-diethylaminosalicylaldehyde was dissolved. To the resulting solution, 1.08 g of powdery sodium hydroxide and 12 mg of tetrabutylammonium hydrogensulfate were added, followed by stirring at room temperature. To the resulting heterogeneous solution, a solution of 1.45 g of pivaloyl chloride dissolved in 10 ml of 1,4-dioxane was added over 20 minutes and the mixture was stirred for 1 hour as was. To the reaction mixture, 20 ml of water was added and the mixture ... Reaction SMILES: [CH2:1]([N:3]([CH2:13][CH3:14])[C:4]1[CH:5]=[C:6]([OH:12])[C:7](=[CH:10][CH:11]=1)[CH:8]=[O:9])[CH3:2].[OH-].[Na+].[C:17](Cl)(=[O:22])[C:18]([CH3:21])([CH3:20])[CH3:19].O>O1CCOCC1.S([O-])(O)(=O)=O.C([N+](CCCC)(CCCC)CCCC)CCC>[CH2:13]([N:3]([CH2:1][CH3:2])[C:4]1[CH:11]=[CH:10][C:7]([CH:8]=[O:9])=[C:6]([O:12][C:17](=[O:22])[C:18]([CH3:21])([CH3:20])[CH3:19])[CH:5]=1)[CH3:14] |f:1.2,6.7|. Starting materials: [OH-].[Na+] (sodium hydroxide), C(C(C)(C)C)(=O)Cl (pivaloyl chloride), O (water), C(C)N(C=1C=C(C(C=O)=CC1)O)CC (4-diethylaminosalicylaldehyde). The reagents and catalysts are S(=O)(=O)(O)[O-].C(CCC)[N+](CCCC)(CCCC)CCCC (tetrabutylammonium hydrogensulfate). Yields the product C(C)N(C1=CC(=C(C=O)C=C1)OC(C(C)(C)C)=O)CC (4-diethylamino-2-pivaloyloxybenzaldehyde), oil. Reactants: C(C)OC=1C=C(C=CC1[N+](=O)[O-])C=1CCN(CC1)CCC (4-[3-(ethyloxy)-4-nitrophenyl]-1-propyl-1,2,3,6-tetrahydropyridine), Platinum(sulfided) carbon. The solvent is 1, CCOC(=O)C.CO (EtOAc MeOH). Run at time 8 hour. Yields the product CCOC1=C(N)C=CC(=C1)C1CCN(CC1)CCC (2-(2-ethyloxy)-4-(1-propyl-4-piperidinyl)aniline). Isolated yield 101.1%. RXN SMILES: [CH2:1]([O:3][C:4]1[CH:5]=[C:6]([C:13]2[CH2:14][CH2:15][N:16]([CH2:19][CH2:20][CH3:21])[CH2:17][CH:18]=2)[CH:7]=[CH:8][C:9]=1[N+:10]([O-])=O)[CH3:2]>CCOC(C)=O.CO>[CH3:2][CH2:1][O:3][C:4]1[CH:5]=[C:6]([CH:13]2[CH2:14][CH2:15][N:16]([CH2:19][CH2:20][CH3:21])[CH2:17][CH2:18]2)[CH:7]=[CH:8][C:9]=1[NH2:10] |f:1.2|. Procedure: 4-[3-(ethyloxy)-4-nitrophenyl]-1-propyl-1,2,3,6-tetrahydropyridine (0.536 g, 1.85 mmol) was place in a 40 mL high vial and dissolved in 10 mL of 1 to 1 EtOAc/MeOH. 5 wt % Platinum(sulfided)/carbon (0.196 g, 0.092 mmol) was added followed quickly by a screw cap septum. The vial was evacuated and filled with N2 six times to remove any oxygen. The vial was then pressurized with H2 (balloon). The solution stirred overnight. The next morning the vessel was evacuated and filled with N2 six times to re...